Dataset: the Open Reaction Database (ORD), a public repository of structured organic reaction records. Task: describe an organic reaction: reactants, conditions, products, and yield The reactants are FC=1C=CC(=C(C1)O)[N+](=O)[O-] (5-fluoro-2-nitrophenol), C(C1=CC=CC=C1)I (benzyl iodide), C([O-])([O-])=O.[K+].[K+] (potassium carbonate). The solvent is CN(C=O)C (dimethylformamide). The product is FC1=CC(=C(C=C1)[N+](=O)[O-])OCC1=CC=CC=C1 (4-fluoro-2-benzyloxy-1-nitrobenzene). As a reaction SMILES: [F:1][C:2]1[CH:3]=[CH:4][C:5]([N+:9]([O-:11])=[O:10])=[C:6]([OH:8])[CH:7]=1.[CH2:12](I)[C:13]1[CH:18]=[CH:17][CH:16]=[CH:15][CH:14]=1.C(=O)([O-])[O-].[K+].[K+]>CN(C)C=O>[F:1][C:2]1[CH:3]=[CH:4][C:5]([N+:9]([O-:11])=[O:10])=[C:6]([O:8][CH2:12][C:13]2[CH:18]=[CH:17][CH:16]=[CH:15][CH:14]=2)[CH:7]=1 |f:2.3.4|. Procedure details: 5-fluoro-2-nitrophenol (300 mg), benzyl iodide (0.50 mL) and potassium carbonate (500 mg) were dissolved in dimethylformamide (DMF, 3 mL) and reacted at 50° C. overnight. The dimethylformamide of the reaction mixture was concentrated under reduced pressure, added with water and the organic layer was extracted with ethyl acetate. The organic layer was washed with brine, and the water was removed with sodium sulfate, and the solvent was removed under reduced pressure. The thus obtained compound wa... Reactants: CO, CCN1CCN(C(=O)c2cn(CC3CCCCC3)c3c([N+](=O)[O-])cccc23)CC1, [Pd]. The product is CCN1CCN(C(=O)c2cn(CC3CCCCC3)c3c(N)cccc23)CC1. As a reaction SMILES: [CH3:30][OH:31].[CH:1]1([CH2:7][n:8]2[cH:9][c:10]([C:20](=[O:21])[N:22]3[CH2:23][CH2:24][N:25]([CH2:28][CH3:29])[CH2:26][CH2:27]3)[c:11]3[cH:12][cH:13][cH:14][c:15]([N+:17]([O-:18])=[O:19])[c:16]23)[CH2:2][CH2:3][CH2:4][CH2:5][CH2:6]1.[Pd:32]>>[CH:1]1([CH2:7][n:8]2[cH:9][c:10]([C:20](=[O:21])[N:22]3[CH2:23][CH2:24][N:25]([CH2:28][CH3:29])[CH2:26][CH2:27]3)[c:11]3[cH:12][cH:13][cH:14][c:15]([NH2:17])[c:16]23)[CH2:2][CH2:3][CH2:4][CH2:5][CH2:6]1. Reactants: CN([SiH](C)C)[Si](C)(C)C, Sc1ccc(Cl)c(Cl)c1, ClCCCl, O=P(NP(=O)(Oc1ccccc1)Oc1ccccc1)(Oc1ccccc1)Oc1ccccc1. Yields the product C[Si](C)(C)Sc1ccc(Cl)c(Cl)c1. Reaction SMILES: [CH3:43][SiH:44]([CH3:45])[N:50]([Si:46]([CH3:47])([CH3:48])[CH3:49])[CH3:51].[Cl:1][c:2]1[cH:3][c:4]([SH:9])[cH:5][cH:6][c:7]1[Cl:8].[Cl:52][CH2:53][CH2:54][Cl:55].[O:10]([c:11]1[cH:12][cH:13][cH:14][cH:15][cH:16]1)[P:17]([NH:18][P:19]([O:20][c:21]1[cH:22][cH:23][cH:24][cH:25][cH:26]1)([O:27][c:28]1[cH:29][cH:30][cH:31][cH:32][cH:33]1)=[O:34])(=[O:35])[O:36][c:37]1[cH:38][cH:39][cH:40][cH:41][cH:42]1>>[Cl:1][c:2]1[cH:3][c:4]([S:9][Si:46]([CH3:47])([CH3:48])[CH3:49])[cH:5][cH:6][c:7]1[Cl:8].